This data is from the Open Reaction Database (ORD), a public repository of structured organic reaction records. The task is: describe an organic reaction: reactants, conditions, products, and yield Starting materials: C(C)(C)(C)C1=NC=C(C=N1)C=1NC2=C(N1)C=CC=C2 (2-(2-tert-butylpyrimidin-5-yl)benzimidazole), alkyne, C1(=CC=CC=C1)C1=C(C(=C(C1)C1=CC=CC=C1)C1=CC=CC=C1)C1=CC=CC=C1 (tetraphenylcyclopentadiene), 21.0. Reagents/catalysts: C[Rh](C1C=CC=C1)(C)(C)(C)(C)Cl (pentamethylcyclopentadienyl-rhodium chloride), O.C(C)(=O)[O-].[Cu+2].C(C)(=O)[O-] (copper(II) acetate monohydrate). The solvent is CN(C)C=O (DMF). Reaction conditions: temperature 100 celsius, time 18 hour. Product: C1=NC=NC2=C1C1=NC3=CC=CC=C3N1C=C2 (2,4,6a,11-Tetraazabenzo[a]fluorene). Reaction SMILES: C([C:5]1[N:10]=[CH:9][C:8]([C:11]2[NH:12][C:13]3[CH:19]=[CH:18][CH:17]=[CH:16][C:14]=3[N:15]=2)=[CH:7][N:6]=1)(C)(C)C.[C:20]1(C2CC(C3C=CC=CC=3)=C(C3C=CC=CC=3)C=2C2C=CC=CC=2)C=CC=C[CH:21]=1>CN(C=O)C.C[Rh](Cl)(C)(C)(C)(C)C1C=CC=C1.O.C([O-])(=O)C.[Cu+2].C([O-])(=O)C>[CH:9]1[C:8]2[C:11]3[N:15]([CH:20]=[CH:21][C:7]=2[N:6]=[CH:5][N:10]=1)[C:14]1[C:13](=[CH:19][CH:18]=[CH:17][CH:16]=1)[N:12]=3 |f:4.5.6.7|. Procedure details: Preparation analogous to N. Umeda et al., Angew. Chem. Int. Ed. 2008, 47, 4019: a solution of 25.2 g (100 mmol) of 2-(2-tert-butylpyrimidin-5-yl)benzimidazole (S48) and 110 mmol of the alkyne in 400 ml of DMF is initially introduced in a pressure Schlenk tube, 1.5 g (4 mmol) of tetraphenylcyclopentadiene, 547 mg (1 mmol) of pentamethylcyclopentadienyl-rhodium chloride dimer and 21.0 (105 mmol) of copper(II) acetate monohydrate are added, and the mixture is stirred in the sealed tube at 100° C. f... Run in C(C)(=O)OCC (ethyl acetate), O (water), CN(C=O)C (dimethylformamide). Procedure: A solution of 36 mg (0.1 mmol) 7-cyclohexyl-6-(4-fluoro-phenyl)-2-methyl-pyrazolo[1,5-a]pyrimidine-3-carboxylic acid in 2 mL of dimethylformamide was cooled at 0° C. To the above cold solution was added 0.053 mL (0.3 mmol) of N, N-diisopropylethylamine (DIEA), followed by 38 mg (0.1 mmol) of HA TU, and 37 mg (0.11 mmol) of 2-amino-3-(4-tert-butoxy-phenyl)-propionic acid tert-butyl ester, and a few crystals of 4-dimethylaminopyridine (DMAP), and the resulting mixture was allowed to warm up to rt,... The reagents and catalysts are CN(C1=CC=NC=C1)C (4-dimethylaminopyridine). Isolated yield 15.5%. The reactants are C1(CCCCC1)C1=C(C=NC=2N1N=C(C2C(=O)O)C)C2=CC=C(C=C2)F (7-cyclohexyl-6-(4-fluoro-phenyl)-2-methyl-pyrazolo[1,5-a]pyrimidine-3-carboxylic acid), C(C)(C)N(C(C)C)CC (N, N-diisopropylethylamine), C(C)(C)(C)OC(C(CC1=CC=C(C=C1)OC(C)(C)C)N)=O (2-amino-3-(4-tert-butoxy-phenyl)-propionic acid tert-butyl ester), FC(C(=O)O)(F)F (trifluoroacetic acid), FC(C(=O)O)(F)F (TFA). The product is C1(CCCCC1)C1=C(C=NC=2N1N=C(C2C(=O)NC(C(=O)O)CC2=CC=C(C=C2)O)C)C2=CC=C(C=C2)F (2-{[7-Cyclohexyl-6-(4-fluoro-phenyl)-2-methyl-pyrazolo[1,5-a]pyrimidine-3-carbonyl]-amino}-3-(4-hydroxy-phenyl)-propionic acid). Run at time 8 hour. RXN SMILES: [CH:1]1([C:7]2[N:12]3[N:13]=[C:14]([CH3:19])[C:15]([C:16]([OH:18])=O)=[C:11]3[N:10]=[CH:9][C:8]=2[C:20]2[CH:25]=[CH:24][C:23]([F:26])=[CH:22][CH:21]=2)[CH2:6][CH2:5][CH2:4][CH2:3][CH2:2]1.C(N(CC)C(C)C)(C)C.C([O:40][C:41](=[O:56])[CH:42]([NH2:55])[CH2:43][C:44]1[CH:49]=[CH:48][C:47]([O:50]C(C)(C)C)=[CH:46][CH:45]=1)(C)(C)C.FC(F)(F)C(O)=O>CN(C)C=O.CN(C)C1C=CN=CC=1.C(OCC)(=O)C.O>[CH:1]1([C:7]2[N:12]3[N:13]=[C:14]([CH3:19])[C:15]([C:16]([NH:55][CH:42]([CH2:43][C:44]4[CH:45]=[CH:46][C:47]([OH:50])=[CH:48][CH:49]=4)[C:41]([OH:56])=[O:40])=[O:18])=[C:11]3[N:10]=[CH:9][C:8]=2[C:20]2[CH:25]=[CH:24][C:23]([F:26])=[CH:22][CH:21]=2)[CH2:6][CH2:5][CH2:4][CH2:3][CH2:2]1. Reactants: C(C=C)C1=C2C=CNC2=CC=C1O (4-allyl-1H-indol-5-ol), C(C1=CC=CC=C1)Br (benzyl bromide), C(=O)([O-])[O-].[Cs+].[Cs+] (Cs2CO3). The reagents and catalysts are O (water). Solvent: CN(C)C=O (DMF). Run at time 12 hour. Product: C(C=C)C1=C2C=CNC2=CC=C1OCC1=CC=CC=C1 (4-allyl-5-(benzyloxy)-1H-indole). Yield: 81.4%. Reaction SMILES: [CH2:1]([C:4]1[C:12]([OH:13])=[CH:11][CH:10]=[C:9]2[C:5]=1[CH:6]=[CH:7][NH:8]2)[CH:2]=[CH2:3].[CH2:14](Br)[C:15]1[CH:20]=[CH:19][CH:18]=[CH:17][CH:16]=1.C([O-])([O-])=O.[Cs+].[Cs+]>CN(C=O)C.O>[CH2:1]([C:4]1[C:12]([O:13][CH2:14][C:15]2[CH:20]=[CH:19][CH:18]=[CH:17][CH:16]=2)=[CH:11][CH:10]=[C:9]2[C:5]=1[CH:6]=[CH:7][NH:8]2)[CH:2]=[CH2:3] |f:2.3.4|. Reported procedure: 4-Allyl-1H-indol-5-ol (Example 54, 2.67 g, 15.4 mmol), benzyl bromide (2.90 g, 17.0 mmol), and Cs2CO3 (6.03 g, 18.5 mmol) were combined in DMF (50 mL), and water (15 drops) was added. After stirring for 12 h at rt, the reaction mixture was concentrated under reduced pressure. The residue was taken up in water, and the aqueous phase was extracted with EtOAc (2×). The combined organic phases were dried over Na2SO4, filtered, and concentrated under reduced pressure. Purification by silica gel flash...